This data is from the Open Reaction Database (ORD), a public repository of structured organic reaction records. The task is: describe an organic reaction: reactants, conditions, products, and yield Reactants: C1=COC=2C1=C(C3=C(C2)OC(=O)C=C3)O (5-hydroxypsoralen), O(C1=CC=CC=C1)CCCBr (3-phenoxypropyl bromide), C([O-])([O-])=O.[K+].[K+] (potassium carbonate), [I-].[K+] (potassium iodide). Solvent: CC(CC)=O (2-butanone). Reaction conditions: time 17.5 minute. Product: O(C1=CC=CC=C1)CCCOC1=C2C(=CC3=C1C=CC(O3)=O)OC=C2 (4-(3-Phenoxypropoxy)-7H-furo[3,2-g][1]benzopyran-7-on). Reaction SMILES: [CH:1]1[C:5]2=[C:6]([OH:15])[C:7]3[CH:14]=[CH:13][C:11](=[O:12])[O:10][C:8]=3[CH:9]=[C:4]2[O:3][CH:2]=1.[O:16]([CH2:23][CH2:24][CH2:25]Br)[C:17]1[CH:22]=[CH:21][CH:20]=[CH:19][CH:18]=1.C(=O)([O-])[O-].[K+].[K+].[I-].[K+]>CC(=O)CC>[O:16]([CH2:23][CH2:24][CH2:25][O:15][C:6]1[C:7]2[CH:14]=[CH:13][C:11](=[O:12])[O:10][C:8]=2[CH:9]=[C:4]2[O:3][CH:2]=[CH:1][C:5]=12)[C:17]1[CH:22]=[CH:21][CH:20]=[CH:19][CH:18]=1 |f:2.3.4,5.6|. Reported procedure: 700 mg (3.5 mmol) of 5-hydroxypsoralen and 750 mg (3.5 mmol) of 3-phenoxypropyl bromide were refluxed in 30 ml of 2-butanone in the presence of an excess of anhydrous potassium carbonate (3.0 g) and catalytic amounts of potassium iodide for 36 hours. The progress of the reaction was monitored by thin layer chromatography. After 36 hours the reaction mixture was concentrated under reduced pressure. The oily residue was cooled and diluted with water. The aqueous solution was then acidified with co...